From a dataset of the Open Reaction Database (ORD), a public repository of structured organic reaction records. describe an organic reaction: reactants, conditions, products, and yield Reactants: S1C2=C(C=C1)CCC2=O (4,5-dihydro-6H-cyclopenta[b]thiophen-6-one), [Si](C1=CC=CC=C1)(C1=CC=CC=C1)(C(C)(C)C)NCC1=CC=CC=C1 (N-t-Butyldiphenylsilyl-benzenemethanamine), CN(CCN(C)C)C (N,N,N',N'-tetramethylethylenediamine), [Li]CCCC (n-BuLi), CCCCCC (hexane). The solvent is O (H2O), C1CCOC1 (THF), CCOCC (ether), Cl (HCl), C1CCOC1 (THF). Run at temperature 0 celsius, time 0.25 hour. The product is NCC1=C(C=CC=C1)C1=CCC2=C1SC=C2 (6-[2-(Aminomethyl)-phenyl]-4H-cyclopenta[b]thiophene). Reaction SMILES: [Si]([NH:18][CH2:19][C:20]1[CH:25]=[CH:24][CH:23]=[CH:22][CH:21]=1)(C(C)(C)C)(C1C=CC=CC=1)C1C=CC=CC=1.CN(C)CCN(C)C.[Li]CCCC.CCCCCC.[S:45]1[CH:49]=[CH:48][C:47]2[CH2:50][CH2:51][C:52](=O)[C:46]1=2>CCOCC.C1COCC1.Cl.O>[NH2:18][CH2:19][C:20]1[CH:21]=[CH:22][CH:23]=[CH:24][C:25]=1[C:52]1[C:46]2[S:45][CH:49]=[CH:48][C:47]=2[CH2:50][CH:51]=1. Reported procedure: A solution of the title compound of Example 1 (3.45 g, 10.0 mmol) and N,N,N',N'-tetramethylethylenediamine (0.75 mL, 5.0 mmol) in dry ether (70 ml) was cooled to 0° C. and treated with a solution of n-BuLi (2.5M) in hexane (8.0 mL, 20 mmol). The mixture was stirred at 0° C. for 0.25 hours and then at room temperature for an additional 3 hours. At this point the mixture was cooled to -78° C. A solution of 4,5-dihydro-6H-cyclopenta[b]thiophen-6-one (1.5 g, 10.8 mmol) in dry THF (15 ml) was then ad... Starting materials: C(C)(C)(C)[C@H]1CC[C@H](CC1)NC1=NC=NC(=C1)I (4-(cis-4-tert-butylcyclohexylamino)-6-iodopyrimidine), ClN1C(CCC1=O)=O (N-chlorosuccinimide). Solvent: C(Cl)(Cl)Cl (chloroform). Product: C(C)(C)(C)[C@H]1CC[C@H](CC1)NC1=NC=NC(=C1Cl)I (4-(cis-4-tert-butylcyclohexylamino)-5-chloro-6-iodopyrimidine). Reaction SMILES: [C:1]([C@@H:5]1[CH2:10][CH2:9][C@H:8]([NH:11][C:12]2[CH:17]=[C:16]([I:18])[N:15]=[CH:14][N:13]=2)[CH2:7][CH2:6]1)([CH3:4])([CH3:3])[CH3:2].[Cl:19]N1C(=O)CCC1=O>C(Cl)(Cl)Cl>[C:1]([C@@H:5]1[CH2:6][CH2:7][C@H:8]([NH:11][C:12]2[C:17]([Cl:19])=[C:16]([I:18])[N:15]=[CH:14][N:13]=2)[CH2:9][CH2:10]1)([CH3:4])([CH3:2])[CH3:3]. Procedure: 3.6 g (10 mmol) of 4-(cis-4-tert-butylcyclohexylamino)-6-iodopyrimidine and 2.0 g of N-chlorosuccinimide were heated at reflux for 8 hours in 15 ml of chloroform. After cooling to room temperature, the mixture was extracted by stirring with dilute sodium hydroxide solution and water and the organic phase was dried and concentrated. The residue was purified by chromatography on silica gel (petroleum ether/ethyl acetate 4:1) to give first of all 2.3 g (58.4% of theory) of product (a colorless oil ... Reactants: CC(=O)c1cc(C)n(CCO)n1, C1CCOC1, Cn1nnnc1S, c1ccc(P(c2ccccc2)c2ccccc2)cc1. Yields the product CC(=O)c1cc(C)n(CCSc2nnnn2C)n1. Reaction SMILES: [C:1]([CH3:2])(=[O:3])[c:4]1[n:5][n:6]([CH2:10][CH2:11][OH:12])[c:7]([CH3:9])[cH:8]1.[CH2:39]1[O:40][CH2:41][CH2:42][CH2:43]1.[SH:32][c:33]1[n:34][n:35][n:36][n:37]1[CH3:38].[c:13]1([P:14]([c:15]2[cH:16][cH:17][cH:18][cH:19][cH:20]2)[c:21]2[cH:22][cH:23][cH:24][cH:25][cH:26]2)[cH:27][cH:28][cH:29][cH:30][cH:31]1>>[C:1]([CH3:2])(=[O:3])[c:4]1[n:5][n:6]([CH2:10][CH2:11][S:32][c:33]2[n:34][n:35][n:36][n:37]2[CH3:38])[c:7]([CH3:9])[cH:8]1. The reactants are ClC=1C=CC(=C(C1)NC(C)=O)C=C (N-(5-chloro-2-vinyl-phenyl)-acetamide), BrCC=1C(=NC(=C(C1)F)Cl)Cl (3-bromomethyl-2,6-dichloro-5-fluoro-pyridine), C(C)(=O)N1CC2=C(C=CC3=C1C=CC=C3)N=C(C(=C2)F)Cl (6-Acetyl-2-chloro-3-fluoro-5,6-dihydro-pyrido[3,2-c][1]benzazocine). Product: C(C)(=O)N1CC2=C(C=CC3=C1C=C(C=C3)Cl)N=C(C(=C2)F)Cl (6-Acetyl-2,8-dichloro-3-fluoro-5,6-dihydropyrido[3,2-c][1]benzazocine). RXN SMILES: [Cl:1][C:2]1[CH:3]=[CH:4][C:5]([CH:12]=[CH2:13])=[C:6]([NH:8][C:9](=[O:11])[CH3:10])[CH:7]=1.Br[CH2:15][C:16]1[C:17](Cl)=[N:18][C:19]([Cl:23])=[C:20]([F:22])[CH:21]=1.C(N1C2C=CC=CC=2C=CC2N=C(Cl)C(F)=CC=2C1)(=O)C>>[C:9]([N:8]1[C:6]2[CH:7]=[C:2]([Cl:1])[CH:3]=[CH:4][C:5]=2[CH:12]=[CH:13][C:17]2[N:18]=[C:19]([Cl:23])[C:20]([F:22])=[CH:21][C:16]=2[CH2:15]1)(=[O:11])[CH3:10]. Procedure: Compound 6D was prepared from 6C and 1B in two steps by a route analogous to that used for the preparation of 1D. HPLC Rt=3.032 min; LCMS Found: (M+H)+=337.